From a dataset of the Open Reaction Database (ORD), a public repository of structured organic reaction records. describe an organic reaction: reactants, conditions, products, and yield As a reaction SMILES: [CH3:35][NH2:36].[CH3:37][CH2:38][OH:39].[Cl:1][c:2]1[cH:3][cH:4][cH:5][c:6]2[c:7]1[C:8](=[O:34])[N:9]([CH3:33])[CH2:10][c:11]1[n:12]-2[cH:13][n:14][c:15]1-[c:16]1[n:17][c:18]([CH2:21][N:22]2[C:23](=[O:24])[c:25]3[cH:26][cH:27][cH:28][cH:29][c:30]3[C:31]2=[O:32])[n:19][o:20]1>>[Cl:1][c:2]1[cH:3][cH:4][cH:5][c:6]2[c:7]1[C:8](=[O:34])[N:9]([CH3:33])[CH2:10][c:11]1[n:12]-2[cH:13][n:14][c:15]1-[c:16]1[n:17][c:18]([CH2:21][NH2:22])[n:19][o:20]1. Product: CN1Cc2c(-c3nc(CN)no3)ncn2-c2cccc(Cl)c2C1=O. The reactants are CN, CCO, CN1Cc2c(-c3nc(CN4C(=O)c5ccccc5C4=O)no3)ncn2-c2cccc(Cl)c2C1=O. Starting materials: C1(=CC=CC=C1)S(=O)(=O)C(F)F (difluoromethyl phenyl sulfone), Mg, Cl[Si](CC)(CC)CC (chlorotriethylsilane). Run in CN(C)C=O (DMF). Run at time 4 hour. Product: FC(F)[Si](CC)(CC)CC ((difluoromethyl)triethylsilane). The yield is 50.9%. RXN SMILES: C1(S([CH:10]([F:12])[F:11])(=O)=O)C=CC=CC=1.Cl[Si:14]([CH2:19][CH3:20])([CH2:17][CH3:18])[CH2:15][CH3:16]>CN(C=O)C>[F:12][CH:10]([Si:14]([CH2:19][CH3:20])([CH2:17][CH3:18])[CH2:15][CH3:16])[F:11]. Procedure details: Into a mixture of 5 g (26 mmol) difluoromethyl phenyl sulfone (4), 1.9 g Mg turnings (78 mmol) and 150 mL DMF at −40° C., was slowly added 11.8 g (78 mmol) chlorotriethylsilane. The reaction mixture was then stirred at −40° C. to 10° C. during a 4 h period until 19F NMR indicated all of 4 was consumed. Similar work-up as above and fractional distillation gave 2.2 g product 19, b.p. 71° C./56 Torr, yield 51%. 1H NMR (500 MHz, CDCl3): δ0.72 (q, 3JH-H=8.0 Hz, 6H); 1.02 (t, 3JH-H=8.0 Hz, 9H); 5.95 (... Reactants: O (Water), Cl (hydrogen chloride), O (water), C(C)(C)(C)OC(=O)N[C@@]1([C@@H]2[C@H]([C@@H]2[C@@H]([C@H]1CSC1=CC(=C(C=C1)F)F)O)C(=O)OC(C)(C)C)C(=O)OC(C)(C)C (di-tert-butyl (1S,2R,3S,4S,5R,6R)-2-[(tert-butoxycarbonyl)amino]-3-{[(3,4-difluorophenyl)sulfanyl]methyl}-4-hydroxybicyclo[3.1.0]hexane-2,6-dicarboxylate), [OH-].[Na+] (NaOH). Run in O1CCOCC1 (1,4-dioxane). Conditions: temperature 100 celsius, time 12 hour. Product: N[C@@]1([C@@H]2[C@H]([C@@H]2[C@@H]([C@H]1CSC1=CC(=C(C=C1)F)F)O)C(=O)O)C(=O)O ((1S,2R,3S,4S,5R,6R)-2-Amino-3-{[(3,4-difluorophenyl)sulfanyl]methyl}-4-hydroxybicyclo[3.1.0]hexane-2,6-dicarboxylic acid). The yield is 86.8%. As a reaction SMILES: O.Cl.C(OC([NH:10][C@@:11]1([C:35]([O:37]C(C)(C)C)=[O:36])[C@H:16]([CH2:17][S:18][C:19]2[CH:24]=[CH:23][C:22]([F:25])=[C:21]([F:26])[CH:20]=2)[C@@H:15]([OH:27])[C@@H:14]2[C@H:12]1[C@H:13]2[C:28]([O:30]C(C)(C)C)=[O:29])=O)(C)(C)C.[OH-].[Na+]>O1CCOCC1>[NH2:10][C@@:11]1([C:35]([OH:37])=[O:36])[C@H:16]([CH2:17][S:18][C:19]2[CH:24]=[CH:23][C:22]([F:25])=[C:21]([F:26])[CH:20]=2)[C@@H:15]([OH:27])[C@@H:14]2[C@H:12]1[C@H:13]2[C:28]([OH:30])=[O:29] |f:3.4|. Procedure: Water (1.10 L) and 12.18M hydrogen chloride in water (789.88 mL, 9.62 mol) is added to a solution of di-tert-butyl (1S,2R,3S,4S,5R,6R)-2-[(tert-butoxycarbonyl)amino]-3-{[(3,4-difluorophenyl)sulfanyl]methyl}-4-hydroxybicyclo[3.1.0]hexane-2,6-dicarboxylate (550.00 g, 962.07 mmol) in 1,4-dioxane (192.41 mL). The resulting slurry is stirred at 100° C. After 12 hours, the reaction is then cooled to 25° C., stirred for 12 hours, and then basified with NaOH (50% wt/wt) to pH=2.65. The resulting mixture... Starting materials: CCC(CC)=NO (3-pentanone oxime), ClC1=C(C(=O)O)C=C(C(=C1)F)N1C(N(C(=CC1=O)C(F)(F)F)C)=O (2-chloro-5-[3,6-dihydro-2,6-dioxo-3-methyl-4-trifluoromethyl-1(2H)-pyrimidinyl]-4-fluorobenzoic acid), C1(CCCCC1)N=C=NC1CCCCC1 (dicyclohexylcarbodiimide), N1(CCCC1)C1=CC=NC=C1 (4-pyrrolidinopyridine). The solvent is C(C)OCC (diethyl ether), C(C)OCC (diethyl ether). Run at time 12 hour. Yields the product ClC1=C(C(=O)ON=C(CC)CC)C=C(C(=C1)F)N1C(N(C(=CC1=O)C(F)(F)F)C)=O (3-pentanone O-{2-chloro-5-[3,6-dihydro-2,6-dioxo-3-methyl-4 -trifluoromethyl-1(2H)-pyrimidinyl]-4-fluorobenzoyl}oxime). RXN SMILES: [CH3:1][CH2:2][C:3](=[N:6][OH:7])[CH2:4][CH3:5].[Cl:8][C:9]1[CH:17]=[C:16]([F:18])[C:15]([N:19]2[C:24](=[O:25])[CH:23]=[C:22]([C:26]([F:29])([F:28])[F:27])[N:21]([CH3:30])[C:20]2=[O:31])=[CH:14][C:10]=1[C:11](O)=[O:12].C1(N=C=NC2CCCCC2)CCCCC1.N1(C2C=CN=CC=2)CCCC1>C(OCC)C>[Cl:8][C:9]1[CH:17]=[C:16]([F:18])[C:15]([N:19]2[C:24](=[O:25])[CH:23]=[C:22]([C:26]([F:27])([F:28])[F:29])[N:21]([CH3:30])[C:20]2=[O:31])=[CH:14][C:10]=1[C:11]([O:7][N:6]=[C:3]([CH2:4][CH3:5])[CH2:2][CH3:1])=[O:12]. Reported procedure: 0.9 g of 3-pentanone oxime is added at room temperature to a suspension of 3.0 g of 2-chloro-5-[3,6-dihydro-2,6-dioxo-3-methyl-4-trifluoromethyl-1(2H)-pyrimidinyl]-4-fluorobenzoic acid in 50 ml of diethyl ether. Thereafter, a solution of 1.9 g of dicyclohexylcarbodiimide and 0.1 g of 4-pyrrolidinopyridine in 15 ml of diethyl ether is added dropwise over 10 minutes. The reaction mixture is stirred at room temperature for 12 hours. Subsequently, it is filtered and evaporated to dryness under reduc... Reactants: CC(C)(C)Cn1c(CBr)cc2cnc(C#N)nc21, O=C([O-])[O-], CS(C)=O, CCOC(C)=O, CNc1ccc(Cl)cc1, [K+], [K+], CN(C)C=O. The product is CN(Cc1cc2cnc(C#N)nc2n1CC(C)(C)C)c1ccc(Cl)cc1. As a reaction SMILES: [Br:1][CH2:2][c:3]1[cH:4][c:5]2[c:6]([n:7][c:8]([C:11]#[N:12])[n:9][cH:10]2)[n:13]1[CH2:14][C:15]([CH3:16])([CH3:17])[CH3:18].[C:32](=[O:33])([O-:34])[O-:35].[CH3:19][S:20]([CH3:21])=[O:22].[CH3:43][CH2:44][O:45][C:46]([CH3:47])=[O:48].[Cl:23][c:24]1[cH:25][cH:26][c:27]([NH:28][CH3:29])[cH:30][cH:31]1.[K+:36].[K+:37].[O:38]=[CH:39][N:40]([CH3:41])[CH3:42]>>[CH2:2]([c:3]1[cH:4][c:5]2[c:6]([n:7][c:8]([C:11]#[N:12])[n:9][cH:10]2)[n:13]1[CH2:14][C:15]([CH3:16])([CH3:17])[CH3:18])[N:28]([c:27]1[cH:26][cH:25][c:24]([Cl:23])[cH:31][cH:30]1)[CH3:29]. The reactants are CI, CNc1ccn2c(C(=O)c3ccc([N+](=O)[O-])c(OC)c3)c(C)c(C(=O)OCc3ccccc3)c2c1, CN(C)C=O, ClCCl, Cl, [H-], [Na+]. Yields the product COc1cc(C(=O)c2c(C)c(C(=O)OCc3ccccc3)c3cc(N(C)C)ccn23)ccc1[N+](=O)[O-]. Reaction SMILES: [CH3:38][I:39].[CH3:3][O:4][c:5]1[cH:6][c:7]([C:8](=[O:9])[c:10]2[c:11]([CH3:31])[c:12]([C:21](=[O:22])[O:23][CH2:24][c:25]3[cH:26][cH:27][cH:28][cH:29][cH:30]3)[c:13]3[cH:14][c:15]([NH:19][CH3:20])[cH:16][cH:17][n:18]23)[cH:32][cH:33][c:34]1[N+:35](=[O:36])[O-:37].[CH3:41][N:42]([CH3:43])[CH:44]=[O:45].[Cl:46][CH2:47][Cl:48].[ClH:40].[H-:1].[Na+:2]>>[CH3:3][O:4][c:5]1[cH:6][c:7]([C:8](=[O:9])[c:10]2[c:11]([CH3:31])[c:12]([C:21](=[O:22])[O:23][CH2:24][c:25]3[cH:26][cH:27][cH:28][cH:29][cH:30]3)[c:13]3[cH:14][c:15]([N:19]([CH3:20])[CH3:38])[cH:16][cH:17][n:18]23)[cH:32][cH:33][c:34]1[N+:35](=[O:36])[O-:37]. The reactants are C1CCOC1, CO, COC(=O)c1cccc2ccc(-c3ccc(OCc4c(-c5c(Cl)cccc5Cl)noc4C(C)C)cc3)cc12, [Na+], [OH-]. Product: CC(C)c1onc(-c2c(Cl)cccc2Cl)c1COc1ccc(-c2ccc3cccc(C(=O)O)c3c2)cc1. RXN SMILES: [CH2:43]1[O:44][CH2:45][CH2:46][CH2:47]1.[CH3:39][OH:40].[Cl:1][c:2]1[c:3](-[c:9]2[n:10][o:11][c:12]([CH:36]([CH3:37])[CH3:38])[c:13]2[CH2:14][O:15][c:16]2[cH:17][cH:18][c:19](-[c:22]3[cH:23][cH:24][c:25]4[cH:26][cH:27][cH:28][c:29]([C:32](=[O:33])[O:34][CH3:35])[c:30]4[cH:31]3)[cH:20][cH:21]2)[c:4]([Cl:8])[cH:5][cH:6][cH:7]1.[Na+:42].[OH-:41]>>[Cl:1][c:2]1[c:3](-[c:9]2[n:10][o:11][c:12]([CH:36]([CH3:37])[CH3:38])[c:13]2[CH2:14][O:15][c:16]2[cH:17][cH:18][c:19](-[c:22]3[cH:23][cH:24][c:25]4[cH:26][cH:27][cH:28][c:29]([C:32](=[O:33])[OH:34])[c:30]4[cH:31]3)[cH:20][cH:21]2)[c:4]([Cl:8])[cH:5][cH:6][cH:7]1. Reactants: C(C)(C)(C)NC1=NC2=C(C=CC=C2C(N1CCOC)=O)I (2-(tert-butylamino)-8-iodo-3-(2-methoxyethyl)quinazolin-4(3H)-one), C[C@H]1NC(C2=C1NC(=C2)B2OC(C(O2)(C)C)(C)C)=O ((R)-6-methyl-2-(4,4,5,5-tetramethyl-1,3,2-dioxaborolan-2-yl)-5,6-dihydropyrrolo[3,4-b]pyrrol-4(1H)-one). The product is C(C)(C)(C)NC1=NC2=C(C=CC=C2C(N1CCOC)=O)C1=CC2=C(N1)[C@H](NC2=O)C (2-(tert-butylamino)-3-(2-methoxyethyl)-8-((6R)-6-methyl-4-oxo-1,4,5,6-tetrahydropyrrolo[3,4-b]pyrrol-2-yl)-4(3H)-quinazolinone). Yield: 38.8%. Reaction SMILES: [C:1]([NH:5][C:6]1[N:15]([CH2:16][CH2:17][O:18][CH3:19])[C:14](=[O:20])[C:13]2[C:8](=[C:9](I)[CH:10]=[CH:11][CH:12]=2)[N:7]=1)([CH3:4])([CH3:3])[CH3:2].[CH3:22][C@@H:23]1[C:27]2[NH:28][C:29](B3OC(C)(C)C(C)(C)O3)=[CH:30][C:26]=2[C:25](=[O:40])[NH:24]1>>[C:1]([NH:5][C:6]1[N:15]([CH2:16][CH2:17][O:18][CH3:19])[C:14](=[O:20])[C:13]2[C:8](=[C:9]([C:29]3[NH:28][C:27]4[C@@H:23]([CH3:22])[NH:24][C:25](=[O:40])[C:26]=4[CH:30]=3)[CH:10]=[CH:11][CH:12]=2)[N:7]=1)([CH3:4])([CH3:3])[CH3:2]. Reported procedure: This compound (97 mg, 39% yield) as a brown solid was prepared according to the procedure described for Example 448, using 2-(tert-butylamino)-8-iodo-3-(2-methoxyethyl)quinazolin-4(3H)-one (715) (245 mg, 0.61 mmol) and (R)-6-methyl-2-(4,4,5,5-tetramethyl-1,3,2-dioxaborolan-2-yl)-5,6-dihydropyrrolo[3,4-b]pyrrol-4(1H)-one (705) (208 mg, 0.79 mmol) as the starting materials. 1H NMR (400 MHz, DMSO-d6) δ ppm 11.95 (1H, br.), 7.90 (2H, m), 7.66 (1H, s), 7.20 (1H, t, J=7.7 Hz), 6.74 (1H, s), 6.51 (1H, ... Reactants: CC(C)(C)O, CCC(COCC1(C#N)CC1)N1C(=O)C(CC(=O)O)CC(c2cccc(Cl)c2)C1c1ccc(Cl)cc1, [K+], [OH-], O=C(O)CC(O)(CC(=O)O)C(=O)O. Yields the product CCC(COCC1(C(N)=O)CC1)N1C(=O)C(CC(=O)O)CC(c2cccc(Cl)c2)C1c1ccc(Cl)cc1. Reaction SMILES: [C:52]([OH:53])([CH3:54])([CH3:55])[CH3:56].[Cl:1][c:2]1[cH:3][c:4]([CH:8]2[CH2:9][CH:10]([CH2:33][C:34](=[O:35])[OH:36])[C:11](=[O:32])[N:12]([CH:21]([CH2:22][O:23][CH2:24][C:25]3([C:28]#[N:29])[CH2:26][CH2:27]3)[CH2:30][CH3:31])[CH:13]2[c:14]2[cH:15][cH:16][c:17]([Cl:20])[cH:18][cH:19]2)[cH:5][cH:6][cH:7]1.[K+:38].[OH-:37].[OH:39][C:40]([CH2:41][C:42]([C:43](=[O:44])[OH:45])([CH2:46][C:47](=[O:48])[OH:49])[OH:50])=[O:51]>>[Cl:1][c:2]1[cH:3][c:4]([CH:8]2[CH2:9][CH:10]([CH2:33][C:34](=[O:35])[OH:36])[C:11](=[O:32])[N:12]([CH:21]([CH2:22][O:23][CH2:24][C:25]3([C:28]([NH2:29])=[O:39])[CH2:26][CH2:27]3)[CH2:30][CH3:31])[CH:13]2[c:14]2[cH:15][cH:16][c:17]([Cl:20])[cH:18][cH:19]2)[cH:5][cH:6][cH:7]1.